The task is: describe an organic reaction: reactants, conditions, products, and yield. This data is from the Open Reaction Database (ORD), a public repository of structured organic reaction records. Starting materials: C(C)N(C(C)C)C(C)C (N-ethyldiisopropylamine), C(C=C)Br (allyl bromide), NCC1=NN=C(O1)C=1N=CN2C1[C@H]1N(C(C3=C2C=CS3)=O)CCC1 ((S)-1-(5-aminomethyl-1,3,4-oxadiazol-2-yl)-10,11,12,12a-tetrahydro-8H-imidazo [5,1-c]pyrrolo[1,2-a]thieno[3,2-e][1,4]diazepin-8-one). The solvent is C(Cl)Cl (methylene chloride), C(Cl)Cl (methylene chloride). Reaction conditions: time 12 hour. Product: C(C=C)N(CC=C)CC1=NN=C(O1)C=1N=CN2C1[C@H]1N(C(C3=C2C=CS3)=O)CCC1 ((S)-1-(5-diallylaminomethyl-1,3,4-oxadiazol-2-yl)-10,11,12,12a-tetrahydro-8H-imidazo[5,1-c]pyrrolo[1,2-a]thieno[3,2-e][1,4]diazepin-8-one). Isolated yield 78.4%. As a reaction SMILES: C(N(C(C)C)[CH:4]([CH3:6])[CH3:5])C.[CH2:10](Br)[CH:11]=[CH2:12].[NH2:14][CH2:15][C:16]1[O:20][C:19]([C:21]2[N:22]=[CH:23][N:24]3[C:30]4[CH:31]=[CH:32][S:33][C:29]=4[C:28](=[O:34])[N:27]4[CH2:35][CH2:36][CH2:37][C@H:26]4[C:25]=23)=[N:18][N:17]=1>C(Cl)Cl>[CH2:10]([N:14]([CH2:15][C:16]1[O:20][C:19]([C:21]2[N:22]=[CH:23][N:24]3[C:30]4[CH:31]=[CH:32][S:33][C:29]=4[C:28](=[O:34])[N:27]4[CH2:35][CH2:36][CH2:37][C@H:26]4[C:25]=23)=[N:18][N:17]=1)[CH2:6][CH:4]=[CH2:5])[CH:11]=[CH2:12]. Procedure: 2.4 ml (13.8 mmol) of N-ethyldiisopropylamine and 0.97 ml (8 mmol) of allyl bromide were added to a solution of 0.600 g (1.75 mmol) of (S)-1-(5-aminomethyl-1,3,4-oxadiazol-2-yl)-10,11,12,12a-tetrahydro-8H-imidazo [5,1-c]pyrrolo[1,2-a]thieno[3,2-e][1,4]diazepin-8-one in 30 ml of methylene chloride, whereupon the mixture was stirred at 70° for 12 hours. The reaction solution was diluted with methylene chloride and washed with 2N sodium carbonate solution. The aqueous phase was washed twice with me...